From a dataset of the Open Reaction Database (ORD), a public repository of structured organic reaction records. describe an organic reaction: reactants, conditions, products, and yield The reactants are CCSC1=NC(=O)C(=Cc2ccc3c(cnn3Cc3ccc(Cl)cc3C(F)(F)F)c2)S1, O=C(O)C1CCCN1. The product is O=C1N=C(N2CCCC2C(=O)O)SC1=Cc1ccc2c(cnn2Cc2ccc(Cl)cc2C(F)(F)F)c1. RXN SMILES: [Cl:1][c:2]1[cH:3][c:4]([C:28]([F:29])([F:30])[F:31])[c:5]([CH2:6][n:7]2[n:8][cH:9][c:10]3[cH:11][c:12]([CH:16]=[C:17]4[C:18](=[O:25])[N:19]=[C:20]([S:22][CH2:23][CH3:24])[S:21]4)[cH:13][cH:14][c:15]23)[cH:26][cH:27]1.[NH:32]1[CH:33]([C:37](=[O:38])[OH:39])[CH2:34][CH2:35][CH2:36]1>>[Cl:1][c:2]1[cH:3][c:4]([C:28]([F:29])([F:30])[F:31])[c:5]([CH2:6][n:7]2[n:8][cH:9][c:10]3[cH:11][c:12]([CH:16]=[C:17]4[C:18](=[O:25])[N:19]=[C:20]([N:32]5[CH:33]([C:37](=[O:38])[OH:39])[CH2:34][CH2:35][CH2:36]5)[S:21]4)[cH:13][cH:14][c:15]23)[cH:26][cH:27]1. Reactants: ClC1=CC(=C(C=C1Cl)N)N (4,5-dichloro-1,2-phenylendiamine), C(C)(C)(C)OC(CC(=O)C1=CC(=CC=C1)C1=CC(=NC=C1)CC)=O (3-[3-(2-ethyl-pyridin-4-yl)-phenyl]-3-oxo-propionic acid tert-butyl ester). Solvent: C=1(C(=CC=CC1)C)C (xylene). Product: ClC1=CC2=C(NC(CC(=N2)C2=CC(=CC=C2)C2=CC(=NC=C2)CC)=O)C=C1Cl (7,8-Dichloro-4-[3-(2-ethyl-pyridin-4-yl)-phenyl]-1,3-dihydro-benzo[b][1,4]diazepin-2-one), solid. The yield is 77.0%. Reaction SMILES: [Cl:1][C:2]1[C:7]([Cl:8])=[CH:6][C:5]([NH2:9])=[C:4]([NH2:10])[CH:3]=1.C([O:15][C:16](=O)[CH2:17][C:18]([C:20]1[CH:25]=[CH:24][CH:23]=[C:22]([C:26]2[CH:31]=[CH:30][N:29]=[C:28]([CH2:32][CH3:33])[CH:27]=2)[CH:21]=1)=O)(C)(C)C>C1(C)C(C)=CC=CC=1>[Cl:1][C:2]1[C:7]([Cl:8])=[CH:6][C:5]2[NH:9][C:16](=[O:15])[CH2:17][C:18]([C:20]3[CH:25]=[CH:24][CH:23]=[C:22]([C:26]4[CH:31]=[CH:30][N:29]=[C:28]([CH2:32][CH3:33])[CH:27]=4)[CH:21]=3)=[N:10][C:4]=2[CH:3]=1. Procedure: The title compound was prepared from commercially available 4,5-dichloro-1,2-phenylendiamine (133 mg, 0.75 mmol) and 3-[3-(2-ethyl-pyridin-4-yl)-phenyl]-3-oxo-propionic acid tert-butyl ester (Example K20) (244 mg, 0.75 mmol) in xylene (7.5 ml) under reflux conditions for 1.5 h according to the general procedure M. Obtained as a light red solid (236 mg, 77%). The reactants are O=S1(=O)N(CCBr)c2ccccc2N1c1ccccc1, CCO, CC(C)(C)OC(=O)N1CCCNCC1, [Na+], [Na+], O=C([O-])[O-]. Yields the product CC(C)(C)OC(=O)N1CCCN(CCN2c3ccccc3N(c3ccccc3)S2(=O)=O)CC1. Reaction SMILES: [Br:1][CH2:2][CH2:3][N:4]1[S:5](=[O:19])(=[O:20])[N:6]([c:13]2[cH:14][cH:15][cH:16][cH:17][cH:18]2)[c:7]2[c:8]1[cH:9][cH:10][cH:11][cH:12]2.[CH3:41][CH2:42][OH:43].[N:21]1([C:28](=[O:29])[O:30][C:31]([CH3:32])([CH3:33])[CH3:34])[CH2:22][CH2:23][NH:24][CH2:25][CH2:26][CH2:27]1.[Na+:35].[Na+:36].[O-:37][C:38](=[O:39])[O-:40]>>[CH2:2]([CH2:3][N:4]1[S:5](=[O:19])(=[O:20])[N:6]([c:13]2[cH:14][cH:15][cH:16][cH:17][cH:18]2)[c:7]2[c:8]1[cH:9][cH:10][cH:11][cH:12]2)[N:24]1[CH2:23][CH2:22][N:21]([C:28](=[O:29])[O:30][C:31]([CH3:32])([CH3:33])[CH3:34])[CH2:27][CH2:26][CH2:25]1. Reactants: O=C(CN1CCOCC1)c1cccc(Br)c1, [BH3-]C#N, C1CCOC1, CN, CC(=O)O, [Na+]. The product is CNC(CN1CCOCC1)c1cccc(Br)c1. Reaction SMILES: [Br:1][c:2]1[cH:3][c:4]([C:8]([CH2:9][N:10]2[CH2:11][CH2:12][O:13][CH2:14][CH2:15]2)=[O:16])[cH:5][cH:6][cH:7]1.[C:19](#[N:20])[BH3-:21].[CH2:27]1[O:28][CH2:29][CH2:30][CH2:31]1.[CH3:17][NH2:18].[CH3:23][C:24](=[O:25])[OH:26].[Na+:22]>>[Br:1][c:2]1[cH:3][c:4]([CH:8]([CH2:9][N:10]2[CH2:11][CH2:12][O:13][CH2:14][CH2:15]2)[NH:20][CH3:19])[cH:5][cH:6][cH:7]1. Reactants: carbonyl, CC(C(=O)O)(C)SC1=CC=NC=C1 (2-methyl-2-(4-pyridinylthio)propionic acid), S(=O)(Cl)Cl (thionyl chloride), acid chloride. Product: CC(C(=O)Cl)(C)SC1=CC=NC=C1 (2-methyl-2-(4-pyridinylthio)propionyl chloride). Reaction SMILES: [CH3:1][C:2]([S:7][C:8]1[CH:13]=[CH:12][N:11]=[CH:10][CH:9]=1)([CH3:6])[C:3](O)=[O:4].S(Cl)([Cl:16])=O>>[CH3:1][C:2]([S:7][C:8]1[CH:13]=[CH:12][N:11]=[CH:10][CH:9]=1)([CH3:6])[C:3]([Cl:16])=[O:4]. Procedure: 9.7 g of the product from step (b) was refluxed for 2 1/2 hours in 225 ml thionyl chloride. The mixture was concentrated in vacuo. The residue was triturated and concentrated in vacuo two times with toluene to yield a white solid which showed the expected carbonyl shift in the IR, indicative of an acid chloride.